Dataset: the Open Reaction Database (ORD), a public repository of structured organic reaction records. Task: describe an organic reaction: reactants, conditions, products, and yield Starting materials: [BH3-]C#N, C1CCOC1, CO, O=CCC(CC(=O)N1CCCc2ccccc21)c1ccc(Cl)c(Cl)c1, Cl, [Na+], OC1(c2ccccc2)CCNCC1. Product: O=C(CC(CCN1CCC(O)(c2ccccc2)CC1)c1ccc(Cl)c(Cl)c1)N1CCCc2ccccc21. Reaction SMILES: [C:40]([BH3-:41])#[N:42].[CH2:46]1[O:47][CH2:48][CH2:49][CH2:50]1.[CH3:44][OH:45].[Cl:1][c:2]1[cH:3][c:4]([CH:9]([CH2:10][C:11](=[O:12])[N:13]2[CH2:14][CH2:15][CH2:16][c:17]3[cH:18][cH:19][cH:20][cH:21][c:22]32)[CH2:23][CH:24]=[O:25])[cH:5][cH:6][c:7]1[Cl:8].[ClH:39].[Na+:43].[c:26]1([C:32]2([OH:38])[CH2:33][CH2:34][NH:35][CH2:36][CH2:37]2)[cH:27][cH:28][cH:29][cH:30][cH:31]1>>[Cl:1][c:2]1[cH:3][c:4]([CH:9]([CH2:10][C:11](=[O:12])[N:13]2[CH2:14][CH2:15][CH2:16][c:17]3[cH:18][cH:19][cH:20][cH:21][c:22]32)[CH2:23][CH2:24][N:35]2[CH2:34][CH2:33][C:32]([c:26]3[cH:27][cH:28][cH:29][cH:30][cH:31]3)([OH:38])[CH2:37][CH2:36]2)[cH:5][cH:6][c:7]1[Cl:8].